Dataset: the Open Reaction Database (ORD), a public repository of structured organic reaction records. Task: describe an organic reaction: reactants, conditions, products, and yield The reactants are CC1(C)OB(c2ccc(-c3ncn(COCC[Si](C)(C)C)n3)cc2)OC1(C)C, CC(C)(O)c1ccc(-c2cc(C(N)=O)c([N+](=O)[O-])s2)cn1. Product: C[Si](C)(C)CCOCn1cnc(-c2ccc(-c3cc(C(N)=O)c([N+](=O)[O-])s3)cc2)n1. As a reaction SMILES: [CH3:22][C:23]1([CH3:24])[C:25]([CH3:26])([CH3:27])[O:28][B:29]([c:30]2[cH:31][cH:32][c:33](-[c:36]3[n:37][n:38]([CH2:41][O:42][CH2:43][CH2:44][Si:45]([CH3:46])([CH3:47])[CH3:48])[cH:39][n:40]3)[cH:34][cH:35]2)[O:49]1.[OH:1][C:2]([c:3]1[n:4][cH:5][c:6](-[c:11]2[cH:12][c:13]([C:19](=[O:20])[NH2:21])[c:14]([N+:16](=[O:17])[O-:18])[s:15]2)[cH:7][cH:8]1)([CH3:9])[CH3:10]>>[c:11]1(-[c:30]2[cH:31][cH:32][c:33](-[c:36]3[n:37][n:38]([CH2:41][O:42][CH2:43][CH2:44][Si:45]([CH3:46])([CH3:47])[CH3:48])[cH:39][n:40]3)[cH:34][cH:35]2)[cH:12][c:13]([C:19](=[O:20])[NH2:21])[c:14]([N+:16](=[O:17])[O-:18])[s:15]1. Starting materials: Br, COCCn1c(=N)sc2ccccc21, O=C(O)c1cccc(F)c1F. Yields the product COCCn1c(=NC(=O)c2cccc(F)c2F)sc2ccccc21. Reaction SMILES: [BrH:1].[CH3:2][O:3][CH2:4][CH2:5][n:6]1[c:7](=[NH:15])[s:8][c:9]2[c:10]1[cH:11][cH:12][cH:13][cH:14]2.[F:16][c:17]1[c:18]([C:19](=[O:20])[OH:21])[cH:22][cH:23][cH:24][c:25]1[F:26]>>[CH3:2][O:3][CH2:4][CH2:5][n:6]1[c:7](=[N:15][C:19]([c:18]2[c:17]([F:16])[c:25]([F:26])[cH:24][cH:23][cH:22]2)=[O:20])[s:8][c:9]2[c:10]1[cH:11][cH:12][cH:13][cH:14]2. Starting materials: ClC1=CC=C(C(=C1)F)OCN1C(C=2C(C1=O)=CC=CC2)=O (2-Chloro-4-fluoro-5-(phthalimido)methoxybenzene), [N+](=O)(O)[O-] (nitric acid), S(O)(O)(=O)=O (sulfuric acid), ice water. Run at time 1 hour. The product is ClC1=CC(=C(C(=C1)[N+](=O)[O-])OCN1C(C=2C(C1=O)=CC=CC2)=O)F (6-chloro-4-fluoro-2-nitro-3-(phthalimido)methoxybenzene). RXN SMILES: [Cl:1][C:2]1[CH:7]=[C:6]([F:8])[C:5]([O:9][CH2:10][N:11]2[C:15](=[O:16])[C:14]3=[CH:17][CH:18]=[CH:19][CH:20]=[C:13]3[C:12]2=[O:21])=[CH:4][CH:3]=1.S(=O)(=O)(O)O.[N+:27]([O-])([OH:29])=[O:28]>>[Cl:1][C:2]1[CH:3]=[C:4]([N+:27]([O-:29])=[O:28])[C:5]([O:9][CH2:10][N:11]2[C:12](=[O:21])[C:13]3=[CH:20][CH:19]=[CH:18][CH:17]=[C:14]3[C:15]2=[O:16])=[C:6]([F:8])[CH:7]=1. Procedure: 2-Chloro-4-fluoro-5-(phthalimido)methoxybenzene (5.0 g, 16.4 mmol) was slowly added to a stirred mixture of con. sulfuric acid-con. nitric acid (10:1, 20 ml) at −20° C. Solution was then warmed to ambient temperature and allowed to stir for 1 hr. Addition to ice-water resulted in a light yellow precipitate which was separated by filtration. Column chromatography on silica gel in hexane-methylene chloride (3:7) furnished the title compound (3.2 g); 1H NMR (CDCl3, 300 MHz) 4.06 (3H, s), 7.54 (1H, ... Starting materials: CC[NH+](CC)CC, CC#N, C=CC(=O)OC, [Cl-], [Cl-], ClC(Cl)Cl, O=[PH](Cl)Cl. The product is COC(=O)C(Cl)CC(Cl)(Cl)P(=O)(Cl)Cl. Reaction SMILES: [CH2:17]([NH+:18]([CH2:19][CH3:20])[CH2:21][CH3:22])[CH3:23].[CH3:24][C:25]#[N:26].[CH3:9][O:10][C:11]([CH:12]=[CH2:13])=[O:14].[Cl-:15].[Cl-:16].[Cl:5][CH:6]([Cl:7])[Cl:8].[PH:1](=[O:2])([Cl:3])[Cl:4]>>[P:1](=[O:2])([Cl:3])([Cl:4])[C:6]([Cl:5])([Cl:8])[CH2:13][CH:12]([C:11]([O:10][CH3:9])=[O:14])[Cl:15].